This data is from the Open Reaction Database (ORD), a public repository of structured organic reaction records. The task is: describe an organic reaction: reactants, conditions, products, and yield Reactants: OC1=C(C=C(C=C1)CCC(=O)OCC)C1=C(C=CC(=C1)CCC(=O)OCC)O (2,2'-dihydroxy-5,5'-bis (2-ethoxycarbonylethyl) biphenyl), C(CCC)Br (butyl bromide), C([O-])([O-])=O.[K+].[K+] (potassium carbonate). The reagents and catalysts are [Cu] (copper). Solvent: CN(C)C=O (DMF). Product: C(CCC)OC1=C(C=C(C=C1)CCC(=O)OCC)C1=C(C=CC(=C1)CCC(=O)OCC)O (2-butoxy-2'-hydroxy-5,5'-bis (2ethoxycarbonylethyl) biphenyl). Isolated yield 87.0%. As a reaction SMILES: [OH:1][C:2]1[CH:7]=[CH:6][C:5]([CH2:8][CH2:9][C:10]([O:12][CH2:13][CH3:14])=[O:11])=[CH:4][C:3]=1[C:15]1[CH:20]=[C:19]([CH2:21][CH2:22][C:23]([O:25][CH2:26][CH3:27])=[O:24])[CH:18]=[CH:17][C:16]=1[OH:28].[CH2:29](Br)[CH2:30][CH2:31][CH3:32].C(=O)([O-])[O-].[K+].[K+]>[Cu].CN(C=O)C>[CH2:29]([O:1][C:2]1[CH:7]=[CH:6][C:5]([CH2:8][CH2:9][C:10]([O:12][CH2:13][CH3:14])=[O:11])=[CH:4][C:3]=1[C:15]1[CH:20]=[C:19]([CH2:21][CH2:22][C:23]([O:25][CH2:26][CH3:27])=[O:24])[CH:18]=[CH:17][C:16]=1[OH:28])[CH2:30][CH2:31][CH3:32] |f:2.3.4|. Procedure details: To 3 ml of a DMF solution containing 100 mg (0.2591 mmol) of 2,2'-dihydroxy-5,5'-bis (2-ethoxycarbonylethyl) biphenyl and 281.1 μl (2.591 mmol) of butyl bromide, there were added 42.9 mg (0.3109 mmol) of anhydrous potassium carbonate and a small amount of copper powder and the resulting mixture was agitated for 23 hours at room temperature. The reaction mixture was filtered by suction through Celite to remove the solid matter and the filtrate was washed with ethyl acetate. After the solvent in t... Starting materials: CCOC(=O)C(C(COC)c1c[nH]c2cccc(COC(C)=O)c12)[N+](=O)[O-], CCO, [H][H]. Product: CCOC(=O)C(N)C(COC)c1c[nH]c2cccc(COC(C)=O)c12. As a reaction SMILES: [CH2:1]([CH3:2])[O:3][C:4]([CH:5]([CH:6]([CH2:7][O:8][CH3:9])[c:10]1[cH:11][nH:12][c:13]2[cH:14][cH:15][cH:16][c:17]([CH2:19][O:20][C:21]([CH3:22])=[O:23])[c:18]12)[N+:24]([O-:25])=[O:26])=[O:27].[CH3:30][CH2:31][OH:32].[H:28][H:29]>>[CH2:1]([CH3:2])[O:3][C:4]([CH:5]([CH:6]([CH2:7][O:8][CH3:9])[c:10]1[cH:11][nH:12][c:13]2[cH:14][cH:15][cH:16][c:17]([CH2:19][O:20][C:21]([CH3:22])=[O:23])[c:18]12)[NH2:24])=[O:27]. The reactants are C1CCOC1, CCOC(C)=O, CCCCCC, O=C(Cl)C(=O)Cl, O=S(=O)(O)Cc1cccc(Cl)c1Cl, CN(C)C=O. Product: O=S(=O)(Cl)Cc1cccc(Cl)c1Cl. RXN SMILES: [CH2:37]1[O:38][CH2:39][CH2:40][CH2:41]1.[CH3:25][CH2:26][O:27][C:28]([CH3:29])=[O:30].[CH3:31][CH2:32][CH2:33][CH2:34][CH2:35][CH3:36].[Cl:19][C:20]([C:21]([Cl:22])=[O:23])=[O:24].[Cl:1][c:2]1[c:3]([CH2:9][S:10](=[O:11])(=[O:12])[OH:13])[cH:4][cH:5][cH:6][c:7]1[Cl:8].[O:14]=[CH:15][N:16]([CH3:17])[CH3:18]>>[Cl:1][c:2]1[c:3]([CH2:9][S:10](=[O:11])(=[O:13])[Cl:19])[cH:4][cH:5][cH:6][c:7]1[Cl:8]. The reactants are O=c1[nH]c2ccc(F)cc2s1, O=[N+]([O-])O, O=S(=O)(O)O. The product is O=c1[nH]c2cc([N+](=O)[O-])c(F)cc2s1. Reaction SMILES: [F:1][c:2]1[cH:3][c:4]2[c:5]([nH:6][c:7](=[O:9])[s:8]2)[cH:10][cH:11]1.[OH:12][N+:13]([O-:14])=[O:15].[S:16](=[O:17])(=[O:18])([OH:19])[OH:20]>>[F:1][c:2]1[cH:3][c:4]2[c:5]([nH:6][c:7](=[O:9])[s:8]2)[cH:10][c:11]1[N+:13](=[O:12])[O-:14]. The reactants are NC1=CC=C(OC2CCN(CC2)C(=O)OC(C)(C)C)C=C1 (tert-butyl 4-(4-aminophenoxy)piperidine-1-carboxylate), O1CCC(CC1)CC(=O)O (2-(tetrahydro-2H-pyran-4-yl)acetic acid), C(C1=CC=CC=C1)OC(=O)N1CC(C1)C(=O)O (1-(benzyloxycarbonyl)azetidine-3-carboxylic acid). Product: N1=CC(=CC=C1)N1CC(C1)C(=O)NC1=CC=C(C=C1)OC1CCN(CC1)C(CC1CCOCC1)=O (1-(pyridin-3-yl)-N-(4-{[1-(tetrahydro-2H-pyran-4-ylacetyl)piperidin-4-yl]oxy}phenyl)azetidine-3-carboxamide). As a reaction SMILES: [NH2:1][C:2]1[CH:21]=[CH:20][C:5]([O:6][CH:7]2[CH2:12][CH2:11][N:10]([C:13]([O:15]C(C)(C)C)=O)[CH2:9][CH2:8]2)=[CH:4][CH:3]=1.[O:22]1[CH2:27][CH2:26][CH:25]([CH2:28]C(O)=O)[CH2:24][CH2:23]1.C(O[C:40]([N:42]1[CH2:45][CH:44]([C:46]([OH:48])=O)[CH2:43]1)=O)C1C=CC=CC=1>>[N:10]1[CH:9]=[CH:8][CH:7]=[C:40]([N:42]2[CH2:43][CH:44]([C:46]([NH:1][C:2]3[CH:3]=[CH:4][C:5]([O:6][CH:7]4[CH2:8][CH2:9][N:10]([C:13](=[O:15])[CH2:28][CH:25]5[CH2:24][CH2:23][O:22][CH2:27][CH2:26]5)[CH2:11][CH2:12]4)=[CH:20][CH:21]=3)=[O:48])[CH2:45]2)[CH:11]=1. Procedure: The title compound was prepared as described in Example 1A, substituting N-(4-(piperidin-4-yloxy)phenyl)-1-(pyridin-3-yl)azetidine-3-carboxamide for tert-butyl 4-(4-aminophenoxy)piperidine-1-carboxylate and 2-(tetrahydro-2H-pyran-4-yl)acetic acid for 1-(benzyloxycarbonyl)azetidine-3-carboxylic acid. 1H NMR (300 MHz, DMSO-d6) δ ppm 9.95 (bs, 1H), 7.93 (d, J=4.2 Hz, 1H), 7.88-7.83 (m, 1H), 7.55-7.47 (m, 2H), 7.26-7.08 (m, 1H), 7.01-6.78 (m, 3H), 4.14-4.04 (m, 2H), 4.02-3.62 (m, 6H), 2.37-1.73 (m, ... Reactants: O=C([O-])[O-], CN(C)CC(=O)O, CCCC#N, Cl, [Cs+], [Cs+], [Cu]I, CC(C)COC(=O)c1cccc(-n2ncc3cc(I)ccc32)c1, CC(N)C(O)c1ccc2c(c1)OCOC2. The product is CC(C)COC(=O)c1cccc(-n2ncc3cc(OC(c4ccc5c(c4)OCOC5)C(C)N)ccc32)c1. RXN SMILES: [C:1](=[O:2])([O-:3])[O-:4].[CH3:23][N:24]([CH3:25])[CH2:26][C:27]([OH:28])=[O:29].[CH3:53][CH2:54][CH2:55][C:56]#[N:57].[ClH:7].[Cs+:5].[Cs+:6].[Cu:58][I:59].[I:30][c:31]1[cH:32][c:33]2[cH:34][n:35][n:36](-[c:40]3[cH:41][c:42]([C:43](=[O:44])[O:45][CH2:46][CH:47]([CH3:48])[CH3:49])[cH:50][cH:51][cH:52]3)[c:37]2[cH:38][cH:39]1.[NH2:8][CH:9]([CH:10]([OH:11])[c:12]1[cH:13][cH:14][c:15]2[c:16]([cH:21]1)[O:17][CH2:18][O:19][CH2:20]2)[CH3:22]>>[NH2:8][CH:9]([CH:10]([O:11][c:31]1[cH:32][c:33]2[cH:34][n:35][n:36](-[c:40]3[cH:41][c:42]([C:43](=[O:44])[O:45][CH2:46][CH:47]([CH3:48])[CH3:49])[cH:50][cH:51][cH:52]3)[c:37]2[cH:38][cH:39]1)[c:12]1[cH:13][cH:14][c:15]2[c:16]([cH:21]1)[O:17][CH2:18][O:19][CH2:20]2)[CH3:22].